This data is from the Open Reaction Database (ORD), a public repository of structured organic reaction records. The task is: describe an organic reaction: reactants, conditions, products, and yield RXN SMILES: [O:1]1CC[O:3][CH:2]1[CH:6]([C@@H:8]1[C@:25]2([CH3:26])[C@H:11]([C@H:12]3[C@H:22]([CH2:23][CH2:24]2)[C@:20]2([CH3:21])[C:15](=[CH:16][C:17](=[O:28])[C@@H:18]4O[C@@H:19]42)[CH:14]=[CH:13]3)[CH2:10][CH2:9]1)C.CC1(C)COC(C([C@@H]2[C@]3(C)[C@H]([C@H]4[C@H](CC3)[C@]3(C)C(=CC(=O)[C@@H]5O[C@@H]53)C=C4)CC2)C)OC1>>[O:3]1[C:6]2([O:1][CH:2]12)[C@@H:8]1[C@:25]2([CH3:26])[C@H:11]([C@H:12]3[C@H:22]([CH2:23][CH2:24]2)[C@:20]2([CH3:21])[C:15](=[CH:16][C:17](=[O:28])[CH2:18][CH2:19]2)[CH2:14][CH2:13]3)[CH2:10][CH2:9]1. Reactants: O1C(OCC1)C(C)[C@H]1CC[C@H]2[C@@H]3C=CC4=CC([C@H]5[C@@H]([C@]4(C)[C@H]3CC[C@]12C)O5)=O (20-(1,3-dioxolan-2-yl)-1α,2α-epoxypregna-4,6-dien-3-one), CC1(COC(OC1)C(C)[C@H]1CC[C@H]2[C@@H]3C=CC4=CC([C@H]5[C@@H]([C@]4(C)[C@H]3CC[C@]12C)O5)=O)C (20-(5,5-dimethyl-1,3-dioxan-2-yl)-1α,2α-epoxypregna-4,6-dien-3-one). The yield is 75.0%. Yields the product O1C2C1([C@H]1CC[C@H]3[C@@H]4CCC5=CC(CC[C@]5(C)[C@H]4CC[C@]13C)=O)O2 (diepoxypregn-4-en-3-one). Reported procedure: The procedure of Example 7 was repeated except that 0.295 g (0.769 mmole) of 20-(1,3-dioxolan-2-yl)-1α,2α-epoxypregna-4,6-dien-3-one was used in lieu of 0.328 g of 20-(5,5-dimethyl-1,3-dioxan-2-yl)-1α,2α-epoxypregna-4,6-dien-3-one to give 0.231 g of 20-(1,3-dioxolan-2-yl)-1α,2α;6α,760 -diepoxypregn-4-en-3-one (yield: 75%).